From a dataset of the Open Reaction Database (ORD), a public repository of structured organic reaction records. describe an organic reaction: reactants, conditions, products, and yield Starting materials: C1CCOC1, COc1cc2ncnc(Sc3cccc(N)c3)c2cc1OC, CCN(C(C)C)C(C)C, CC(CF)(CF)c1cc(NC(=O)Oc2ccccc2)on1. Product: COc1cc2ncnc(Sc3cccc(NC(=O)Nc4cc(C(C)(CF)CF)no4)c3)c2cc1OC. RXN SMILES: [CH2:53]1[O:54][CH2:55][CH2:56][CH2:57]1.[CH3:22][O:23][c:24]1[cH:25][c:26]2[c:27]([S:36][c:37]3[cH:38][c:39]([NH2:40])[cH:41][cH:42][cH:43]3)[n:28][cH:29][n:30][c:31]2[cH:32][c:33]1[O:34][CH3:35].[CH:44]([N:45]([CH2:46][CH3:47])[CH:48]([CH3:49])[CH3:50])([CH3:51])[CH3:52].[F:1][CH2:2][C:3]([CH2:4][F:5])([CH3:6])[c:7]1[n:8][o:9][c:10]([NH:12][C:13]([O:14][c:15]2[cH:16][cH:17][cH:18][cH:19][cH:20]2)=[O:21])[cH:11]1>>[F:1][CH2:2][C:3]([CH2:4][F:5])([CH3:6])[c:7]1[n:8][o:9][c:10]([NH:12][C:13](=[O:21])[NH:40][c:39]2[cH:38][c:37]([S:36][c:27]3[c:26]4[cH:25][c:24]([O:23][CH3:22])[c:33]([O:34][CH3:35])[cH:32][c:31]4[n:30][cH:29][n:28]3)[cH:43][cH:42][cH:41]2)[cH:11]1. Starting materials: CN1CCOc2cc(Br)ccc21, CCOc1cc(C(=O)N(C)OC)ccc1OC, C1CCOC1, CCCCCC, CC(C)O, O. Yields the product CCOc1cc(C(=O)c2ccc3c(c2)OCCN3C)ccc1OC. Reaction SMILES: [Br:1][c:2]1[cH:3][c:4]2[c:5]([cH:11][cH:12]1)[N:6]([CH3:10])[CH2:7][CH2:8][O:9]2.[CH2:19]([CH3:20])[O:21][c:22]1[cH:23][c:24]([C:25](=[O:26])[N:27]([O:28][CH3:29])[CH3:30])[cH:31][cH:32][c:33]1[O:34][CH3:35].[CH2:40]1[O:41][CH2:42][CH2:43][CH2:44]1.[CH3:13][CH2:14][CH2:15][CH2:16][CH2:17][CH3:18].[CH:36]([OH:37])([CH3:38])[CH3:39].[OH2:45]>>[c:2]1([C:25]([c:24]2[cH:23][c:22]([O:21][CH2:19][CH3:20])[c:33]([O:34][CH3:35])[cH:32][cH:31]2)=[O:26])[cH:3][c:4]2[c:5]([cH:11][cH:12]1)[N:6]([CH3:10])[CH2:7][CH2:8][O:9]2. Starting materials: CCOC(=O)c1cccc(Br)c1, C1CCOC1, C[O-], C=CCOC, B1C2CCCC1CCC2, [Na+]. The product is CCOC(=O)c1cccc(CCCOC)c1. Reaction SMILES: [Br:18][c:19]1[cH:20][c:21]([C:22](=[O:23])[O:24][CH2:25][CH3:26])[cH:27][cH:28][cH:29]1.[CH2:30]1[O:31][CH2:32][CH2:33][CH2:34]1.[CH3:15][O-:16].[CH3:1][O:2][CH2:3][CH:4]=[CH2:5].[CH:6]12[CH2:7][CH2:8][CH2:9][CH:10]([BH:11]1)[CH2:12][CH2:13][CH2:14]2.[Na+:17]>>[CH3:1][O:2][CH2:3][CH2:4][CH2:5][c:19]1[cH:20][c:21]([C:22](=[O:23])[O:24][CH2:25][CH3:26])[cH:27][cH:28][cH:29]1. Reactants: NC1=CC=C(C=N1)C=1C=CC2=C(N(CC(C=3N2C(=NN3)C)C)C3=CC=C(C#N)C=C3)C1 (4-(8-(6-aminopyridin-3-yl)-1,4-dimethyl-4H-benzo[b][1,2,4]triazolo[4,3-d][1,4]diazepin-6(5H)-yl)benzonitrile), C1(=CC=CC=C1)P(C1=CC=CC=C1)C1=CC=CC=C1 (triphenylphosphine), C(C)O (ethanol), O (water). The reagents and catalysts are C(C)(=O)O[Pd]OC(C)=O (diacetoxypalladium). Solvent: C(C)(=O)OCC (ethyl acetate). Conditions: temperature 60 celsius. The product is NC1=CC=C(C=N1)C=1C=CC2=C(N(CC(C=3N2C(=NN3)C)C)C3=CC=C(C(=O)N)C=C3)C1 (4-(8-(6-aminopyridin-3-yl)-1,4-dimethyl-4H-benzo[b][1,2,4]triazolo[4,3-d][1,4]diazepin-6(5H)-yl)benzamide). The yield is 50.8%. RXN SMILES: [NH2:1][C:2]1[N:7]=[CH:6][C:5]([C:8]2[CH:9]=[CH:10][C:11]3[N:17]4[C:18]([CH3:21])=[N:19][N:20]=[C:16]4[CH:15]([CH3:22])[CH2:14][N:13]([C:23]4[CH:30]=[CH:29][C:26]([C:27]#[N:28])=[CH:25][CH:24]=4)[C:12]=3[CH:31]=2)=[CH:4][CH:3]=1.C1(P(C2C=CC=CC=2)C2C=CC=CC=2)C=CC=CC=1.C([OH:53])C.O>C(OCC)(=O)C.C(O[Pd]OC(=O)C)(=O)C>[NH2:1][C:2]1[N:7]=[CH:6][C:5]([C:8]2[CH:9]=[CH:10][C:11]3[N:17]4[C:18]([CH3:21])=[N:19][N:20]=[C:16]4[CH:15]([CH3:22])[CH2:14][N:13]([C:23]4[CH:24]=[CH:25][C:26]([C:27]([NH2:28])=[O:53])=[CH:29][CH:30]=4)[C:12]=3[CH:31]=2)=[CH:4][CH:3]=1. Procedure: A mixture of 4-(8-(6-aminopyridin-3-yl)-1,4-dimethyl-4H-benzo[b][1,2,4]triazolo[4,3-d][1,4]diazepin-6(5H)-yl)benzonitrile (150 mg, 0.37 mmol), triphenylphosphine (194 mg, 0.74 mmol) and diacetoxypalladium (8.3 mg, 0.037 mmol) in mixed solution of ethanol (6 mL) and water (2 mL) was heated at 60° C. for 30 minutes under nitrogen atmosphere. The reaction mixture was diluted with ethyl acetate (20 mL) and washed with brine (10 mL*3). The organic phase was separated, dried over anhydrous sodium sulf... The reactants are CC(C)(C)OC(=O)N1CCc2c(c(-c3ccc([N+](=O)[O-])cc3)cn2Cc2ccccc2)C1, CC(C)(C)OC(=O)N1CCC(=O)CC1, Cc1ccccc1, O=[N+]([O-])C=Cc1ccc([N+](=O)[O-])cc1, NCc1ccccc1. Yields the product O=[N+]([O-])c1ccc(-c2cn(Cc3ccccc3)c3c2CNCC3)cc1. As a reaction SMILES: [C:1]([O:2][C:3](=[O:4])[N:8]1[CH2:9][c:10]2[c:11]([n:14]([CH2:26][c:27]3[cH:28][cH:29][cH:30][cH:31][cH:32]3)[cH:15][c:16]2-[c:17]2[cH:18][cH:19][c:20]([N+:23](=[O:24])[O-:25])[cH:21][cH:22]2)[CH2:12][CH2:13]1)([CH3:5])([CH3:6])[CH3:7].[C:33]([O:34][C:35]([N:36]1[CH2:37][CH2:38][C:39](=[O:40])[CH2:41][CH2:42]1)=[O:43])([CH3:44])([CH3:45])[CH3:46].[CH3:69][c:70]1[cH:71][cH:72][cH:73][cH:74][cH:75]1.[N+:55]([c:56]1[cH:57][cH:58][c:59]([CH:60]=[CH:61][N+:62]([O-:63])=[O:64])[cH:65][cH:66]1)([O-:67])=[O:68].[NH2:47][CH2:48][c:49]1[cH:50][cH:51][cH:52][cH:53][cH:54]1>>[NH:8]1[CH2:9][c:10]2[c:11]([n:14]([CH2:26][c:27]3[cH:28][cH:29][cH:30][cH:31][cH:32]3)[cH:15][c:16]2-[c:17]2[cH:18][cH:19][c:20]([N+:23](=[O:24])[O-:25])[cH:21][cH:22]2)[CH2:12][CH2:13]1. Starting materials: [BH4-], C1CCOC1, Cl, NC(CC(=O)O)Cc1ccc(C(F)(F)F)cc1, [Na+]. Product: NC(CCO)Cc1ccc(C(F)(F)F)cc1. As a reaction SMILES: [BH4-:19].[CH2:21]1[O:22][CH2:23][CH2:24][CH2:25]1.[ClH:1].[NH2:2][CH:3]([CH2:4][C:5](=[O:6])[OH:7])[CH2:8][c:9]1[cH:10][cH:11][c:12]([C:15]([F:16])([F:17])[F:18])[cH:13][cH:14]1.[Na+:20]>>[NH2:2][CH:3]([CH2:4][CH2:5][OH:6])[CH2:8][c:9]1[cH:10][cH:11][c:12]([C:15]([F:16])([F:17])[F:18])[cH:13][cH:14]1.